Task: describe an organic reaction: reactants, conditions, products, and yield. Dataset: the Open Reaction Database (ORD), a public repository of structured organic reaction records Starting materials: O=C([O-])[O-], CI, CN(C)C=O, [K+], [K+], O, O=C(O)C1(c2ccccc2)CC1. The product is COC(=O)C1(c2ccccc2)CC1. As a reaction SMILES: [C:15](=[O:16])([O-:17])[O-:18].[CH3:1][I:2].[CH3:21][N:22]([CH3:23])[CH:24]=[O:25].[K+:19].[K+:20].[OH2:26].[c:3]1([C:9]2([C:12](=[O:13])[OH:14])[CH2:10][CH2:11]2)[cH:4][cH:5][cH:6][cH:7][cH:8]1>>[c:3]1([C:9]2([C:12](=[O:13])[O:14][CH3:15])[CH2:10][CH2:11]2)[cH:4][cH:5][cH:6][cH:7][cH:8]1. The reactants are N1=CC=CC=2CNCCC12 (5,6,7,8-tetrahydro-[1,6]naphthyridine), ClC1NCCN(C1)C1CCC1.C(C)(=O)N (2-chloro-(4-cyclobutyl-piperazine) acetamide), C(=O)([O-])[O-].[K+].[K+] (K2CO3), [Na+].[I-] (NaI). The solvent is O (Water), C(C)#N (acetonitrile). Conditions: time 8 hour. Yields the product C1(CCC1)N1CCN(CC1)C(CN1CC=2C=CC=NC2CC1)=O (1-(4-cyclobutyl-piperazin-1-yl)-2-(7,8-dihydro-5H-[1,6]naphthyridin-6-yl)-ethanone). RXN SMILES: [N:1]1[C:10]2[CH2:9][CH2:8][NH:7][CH2:6][C:5]=2[CH:4]=[CH:3][CH:2]=1.Cl[CH:12]1[CH2:17][N:16]([CH:18]2[CH2:21][CH2:20][CH2:19]2)[CH2:15][CH2:14][NH:13]1.[C:22](N)(=[O:24])[CH3:23].C([O-])([O-])=O.[K+].[K+].[Na+].[I-]>C(#N)C.O>[CH:18]1([N:16]2[CH2:15][CH2:14][N:13]([C:22](=[O:24])[CH2:23][N:7]3[CH2:8][CH2:9][C:10]4[N:1]=[CH:2][CH:3]=[CH:4][C:5]=4[CH2:6]3)[CH2:12][CH2:17]2)[CH2:21][CH2:20][CH2:19]1 |f:1.2,3.4.5,6.7|. Procedure: To a stirred solution of 5,6,7,8-tetrahydro-[1,6]naphthyridine (134 mg, 1.0 mmol) in acetonitrile (5.0 ml) is added 2-chloro-(4-cyclobutyl-piperazine)-acetamide (216 mg, 1.0 mmol, 1.0 eq.), K2CO3 (376 mg, 2.0 mmol, 2.0 eq.), and NaI (30 mg). The resulting mixture is stirred at rt overnight. Water (10.0 ml) is added to quench the reaction, and the acetonitrile is evaporated. The residue is extracted with DCM (10 ml×3). The combined organic phase is dried over sodium sulfate and concentrated. The ... The reactants are CC(CC(=O)C1=CN(C2=CC=CC=C12)CCCC(=O)OCC)CCC=C(C)C (ethyl 4-[3-(3,7-dimethyl-6-octenoyl)-1-indolyl]butyrate), C(C(C)C)C1=CC=C(C=C1)C(CCCCCCC(=O)C1=CN(C2=CC=CC=C12)CCCC(=O)OCC)CCC (ethyl 4-[3-[8-(4-isobutylphenyl)undecanoyl]-1-indolyl]butyrate). Product: CC(CC(=O)C1=CN(C2=CC=CC=C12)CCCC(=O)O)CCC=C(C)C (4-[3-(3,7-dimethyl-6-octenoyl)-1-indolyl]butyric acid). RXN SMILES: [CH3:1][CH:2]([CH2:23][CH2:24][CH:25]=[C:26]([CH3:28])[CH3:27])[CH2:3][C:4]([C:6]1[C:14]2[C:9](=[CH:10][CH:11]=[CH:12][CH:13]=2)[N:8]([CH2:15][CH2:16][CH2:17][C:18]([O:20]CC)=[O:19])[CH:7]=1)=[O:5].C(C1C=CC(C(CCC)CCCCCCC(C2C3C(=CC=CC=3)N(CCCC(OCC)=O)C=2)=O)=CC=1)C(C)C>>[CH3:1][CH:2]([CH2:23][CH2:24][CH:25]=[C:26]([CH3:27])[CH3:28])[CH2:3][C:4]([C:6]1[C:14]2[C:9](=[CH:10][CH:11]=[CH:12][CH:13]=2)[N:8]([CH2:15][CH2:16][CH2:17][C:18]([OH:20])=[O:19])[CH:7]=1)=[O:5]. Reported procedure: The procedure of Ex. 16 was repeated except that ethyl 4-[3-(3,7-dimethyl-6-octenoyl)-1-indolyl]butyrate obtained in Ex. 29 was used in place of ethyl 4-[3-[8-(4-isobutylphenyl)undecanoyl]-1-indolyl]butyrate to give 4-[3-(3,7-dimethyl-6-octenoyl)-1-indolyl]butyric acid as an oil. The reactants are CCOC(=O)c1nc(C2CC2)ccc1Nc1cccnc1, Cc1csc(N)n1. Yields the product Cc1csc(NC(=O)c2nc(C3CC3)ccc2Nc2cccnc2)n1. As a reaction SMILES: [CH2:1]([O:2][C:4](=[O:5])[c:6]1[n:7][c:8]([CH:19]2[CH2:20][CH2:21]2)[cH:9][cH:10][c:11]1[NH:12][c:13]1[cH:14][n:15][cH:16][cH:17][cH:18]1)[CH3:3].[NH2:22][c:23]1[s:24][cH:25][c:26]([CH3:28])[n:27]1>>[C:4](=[O:5])([c:6]1[n:7][c:8]([CH:19]2[CH2:20][CH2:21]2)[cH:9][cH:10][c:11]1[NH:12][c:13]1[cH:14][n:15][cH:16][cH:17][cH:18]1)[NH:22][c:23]1[s:24][cH:25][c:26]([CH3:28])[n:27]1. Starting materials: C(C)OC(=O)C=1NC2=CC=C(C=C2C1)[N+](=O)[O-] (5-nitro-2-indolecarboxylic acid ethyl ester), C(C)NCCN (N-ethylethylenediamine), C1(=CC=CC=C1)C (toluene), CCOCC (ether). The solvent is C(C)(=O)OCC (ethyl acetate). Reaction conditions: time 8 hour. Yields the product C(C)NCCNC(=O)C=1NC2=CC=C(C=C2C1)[N+](=O)[O-] (5-Nitro-1H-indole-2-carboxylic acid (2-ethylamino-ethyl)-amide). The yield is 82.0%. As a reaction SMILES: C(O[C:4]([C:6]1[NH:7][C:8]2[C:13]([CH:14]=1)=[CH:12][C:11]([N+:15]([O-:17])=[O:16])=[CH:10][CH:9]=2)=[O:5])C.C1(C)C=CC=CC=1.CCOCC.[CH2:30]([NH:32][CH2:33][CH2:34][NH2:35])[CH3:31]>C(OCC)(=O)C>[CH2:30]([NH:32][CH2:33][CH2:34][NH:35][C:4]([C:6]1[NH:7][C:8]2[C:13]([CH:14]=1)=[CH:12][C:11]([N+:15]([O-:17])=[O:16])=[CH:10][CH:9]=2)=[O:5])[CH3:31]. Reported procedure: A fine powder of 5-nitro-2-indolecarboxylic acid ethyl ester (0.8 g, 3.41 mmol) was suspended in 2 ml of N-ethylethylenediamine under argon and the reaction mixture was stood at 55° C. overnight. The mixture was co-evaporated with toluene to dryness. The brown solid obtained was dissolved in 6 ml of ethyl acetate and 40 ml of ether was added to precipitate the product. After centrifugation, the liquid was poured out and the solid was washed with 30 ml of ether and dried to give small brown cryst... Reactants: COC(C)=O, CN(C)C=O, COC(=O)C(C)c1ccc2cc(O)ccc2c1. Yields the product COCOc1ccc2cc(C(C)C(=O)OC)ccc2c1. RXN SMILES: [CH3:18][O:19][C:20](=[O:21])[CH3:22].[CH3:23][N:24]([CH3:25])[CH:26]=[O:27].[OH:1][c:2]1[cH:3][c:4]2[cH:5][cH:6][c:7]([CH:12]([C:13](=[O:14])[O:15][CH3:16])[CH3:17])[cH:8][c:9]2[cH:10][cH:11]1>>[O:1]([c:2]1[cH:3][c:4]2[cH:5][cH:6][c:7]([CH:12]([C:13](=[O:14])[O:15][CH3:16])[CH3:17])[cH:8][c:9]2[cH:10][cH:11]1)[CH2:20][O:19][CH3:18]. Starting materials: NS(=O)(=O)c1ccc(Br)cc1F, CCO, [Na+], [Na+], O=C([O-])[O-], c1ccc(P(c2ccccc2)(c2ccccc2)[Pd](P(c2ccccc2)(c2ccccc2)c2ccccc2)(P(c2ccccc2)(c2ccccc2)c2ccccc2)P(c2ccccc2)(c2ccccc2)c2ccccc2)cc1, CC(Oc1ccc(B(O)O)cc1)C(O)CCc1cccnc1. Yields the product CC(Oc1ccc(-c2ccc(S(N)(=O)=O)c(F)c2)cc1)C(O)CCc1cccnc1. Reaction SMILES: [Br:23][c:24]1[cH:25][c:26]([F:34])[c:27]([S:30](=[O:31])(=[O:32])[NH2:33])[cH:28][cH:29]1.[CH3:118][CH2:119][OH:120].[Na+:35].[Na+:36].[O-:37][C:38](=[O:39])[O-:40].[cH:41]1[cH:42][cH:43][c:44]([P:45]([Pd:46]([P:47]([c:48]2[cH:49][cH:50][cH:51][cH:52][cH:53]2)([c:54]2[cH:55][cH:56][cH:57][cH:58][cH:59]2)[c:60]2[cH:61][cH:62][cH:63][cH:64][cH:65]2)([P:66]([c:67]2[cH:68][cH:69][cH:70][cH:71][cH:72]2)([c:73]2[cH:74][cH:75][cH:76][cH:77][cH:78]2)[c:79]2[cH:80][cH:81][cH:82][cH:83][cH:84]2)[P:85]([c:86]2[cH:87][cH:88][cH:89][cH:90][cH:91]2)([c:92]2[cH:93][cH:94][cH:95][cH:96][cH:97]2)[c:98]2[cH:99][cH:100][cH:101][cH:102][cH:103]2)([c:104]2[cH:105][cH:106][cH:107][cH:108][cH:109]2)[c:110]2[cH:111][cH:112][cH:113][cH:114][cH:115]2)[cH:116][cH:117]1.[n:1]1[cH:2][c:3]([CH2:7][CH2:8][CH:9]([CH:10]([CH3:11])[O:12][c:13]2[cH:14][cH:15][c:16]([B:19]([OH:20])[OH:21])[cH:17][cH:18]2)[OH:22])[cH:4][cH:5][cH:6]1>>[n:1]1[cH:2][c:3]([CH2:7][CH2:8][CH:9]([CH:10]([CH3:11])[O:12][c:13]2[cH:14][cH:15][c:16](-[c:24]3[cH:25][c:26]([F:34])[c:27]([S:30](=[O:31])(=[O:32])[NH2:33])[cH:28][cH:29]3)[cH:17][cH:18]2)[OH:22])[cH:4][cH:5][cH:6]1.